This data is from the Open Reaction Database (ORD), a public repository of structured organic reaction records. The task is: describe an organic reaction: reactants, conditions, products, and yield The reactants are C(CCC)C1=CC=C(C=C1)NC1=C(C=C(C=C1)F)F (4-butyl-N-(2,4-difluorophenyl)benzeneamine), BrC1=CC=C(C=O)C=C1 (4-bromobenzaldehyde), C(C)(C)(C)P(C(C)(C)C)C(C)(C)C (tris-tert-butylphosphine), CC(C)([O-])C.[Na+] (sodium-tert-butoxide). Reagents/catalysts: C1=CC=C(C=C1)/C=C/C(=O)/C=C/C2=CC=CC=C2.C1=CC=C(C=C1)/C=C/C(=O)/C=C/C2=CC=CC=C2.[Pd] (tris(dibenzylideneaceton)dipalladium(O)). The solvent is C1(=CC=CC=C1)C (toluene). Reaction conditions: temperature 100 celsius, time 24 hour. Yields the product C(CCC)C1=CC=C(C=C1)N(C1=C(C=C(C=C1)F)F)C1=CC=C(C=O)C=C1 (4-(N-(4-butylphenyl)-N-(2,4-difluorophenyl)amino)benzaldehyde). As a reaction SMILES: [CH2:1]([C:5]1[CH:10]=[CH:9][C:8]([NH:11][C:12]2[CH:17]=[CH:16][C:15]([F:18])=[CH:14][C:13]=2[F:19])=[CH:7][CH:6]=1)[CH2:2][CH2:3][CH3:4].Br[C:21]1[CH:28]=[CH:27][C:24]([CH:25]=[O:26])=[CH:23][CH:22]=1.C(P(C(C)(C)C)C(C)(C)C)(C)(C)C.CC(C)([O-])C.[Na+]>C1(C)C=CC=CC=1.C1C=CC(/C=C/C(/C=C/C2C=CC=CC=2)=O)=CC=1.C1C=CC(/C=C/C(/C=C/C2C=CC=CC=2)=O)=CC=1.[Pd]>[CH2:1]([C:5]1[CH:6]=[CH:7][C:8]([N:11]([C:21]2[CH:28]=[CH:27][C:24]([CH:25]=[O:26])=[CH:23][CH:22]=2)[C:12]2[CH:17]=[CH:16][C:15]([F:18])=[CH:14][C:13]=2[F:19])=[CH:9][CH:10]=1)[CH2:2][CH2:3][CH3:4] |f:3.4,6.7.8|. Procedure details: 4-butyl-N-(2,4-difluorophenyl)benzeneamine (30 m mol)), 4-bromobenzaldehyde (34 m mol)), tris(dibenzylideneaceton)dipalladium(O) (0.5 m mol)), tris-tert-butylphosphine (0.9 m mol)), and sodium-tert-butoxide (40 m mol)) were dissolved in toluene (100 ml) in a 250 ml tri-neck-round bottom flask and then stirred in a bath of 100° C. for 24 hours. After the reaction was terminated, the toluene was removed from the solution. After extraction was performed on the solution using dichloromethane and wat... The reactants are C(C1=CC=CC=C1)(=O)O (benzoic acid), C(CC)(=O)O (propionic acid), C(C1=CC=CC=C1)(=O)O (benzoic acid), C(C(C)C)(=O)C1=CC=CC=C1 (isobutyrophenone), O (water). Reaction conditions: time 4.5 hour. Product: C(CC)(=O)C1=CC=CC=C1 (propiophenone). Yield: 2360.1%. RXN SMILES: C(O)(=O)CC.C(O)(=O)C1C=CC=CC=1.O.[C:16]([C:21]1[CH:26]=[CH:25][CH:24]=[CH:23][CH:22]=1)(=[O:20])[CH:17](C)[CH3:18]>>[C:16]([C:21]1[CH:26]=[CH:25][CH:24]=[CH:23][CH:22]=1)(=[O:20])[CH2:17][CH3:18]. Procedure: In Example 1, using the reactor described above, together with ancillary equipment, a mixture containing 2 moles of propionic acid per mole of benzoic acid was fed to the reactor together with 4 moles of water per mole of benzoic acid at a rate of 249 ml/hr. for 4.5 hours. The reaction temperature was maintained between 445° C. and 450° C. Analysis of the condensed organic layer by gas chromatography indicated that 4.68 pounds of isobutyrophenone were produced per 100 pounds of propiophenone. Th... The reactants are C(CCC1=CC=CC=C1)(=O)Cl (Hydrocinnamoyl chloride), NC=1C=CC(=NC1)N1CCN(CC1)C(=O)C1=C(C=CC=C1)C(F)(F)F ([4-(5-aminopyridin-2-yl)piperazin-1-yl]-(2-trifluoromethylphenyl)methanone). The solvent is ClCCl (dichloromethane), ClCCl (dichloromethane), C(C)(C)N(CC)C(C)C (diisopropylethylamine), ClCCl (dichloromethane). Run at temperature 25 celsius, time 16 hour. The product is C1(=CC=CC=C1)CCC(=O)NC=1C=NC(=CC1)N1CCN(CC1)C(C1=C(C=CC=C1)C(F)(F)F)=O (3-PHENYL-N-{6-[4-(2-TRIFLUOROMETHYLBENZOYL)PIPERAZIN-1-YL]PYRIDIN-3-YL}PROPIONAMIDE). The yield is 7.6%. Reaction SMILES: [C:1](Cl)(=[O:10])[CH2:2][CH2:3][C:4]1[CH:9]=[CH:8][CH:7]=[CH:6][CH:5]=1.[NH2:12][C:13]1[CH:14]=[CH:15][C:16]([N:19]2[CH2:24][CH2:23][N:22]([C:25]([C:27]3[CH:32]=[CH:31][CH:30]=[CH:29][C:28]=3[C:33]([F:36])([F:35])[F:34])=[O:26])[CH2:21][CH2:20]2)=[N:17][CH:18]=1>ClCCl.C(N(C(C)C)CC)(C)C>[C:4]1([CH2:3][CH2:2][C:1]([NH:12][C:13]2[CH:18]=[N:17][C:16]([N:19]3[CH2:20][CH2:21][N:22]([C:25](=[O:26])[C:27]4[CH:32]=[CH:31][CH:30]=[CH:29][C:28]=4[C:33]([F:36])([F:35])[F:34])[CH2:23][CH2:24]3)=[CH:15][CH:14]=2)=[O:10])[CH:9]=[CH:8][CH:7]=[CH:6][CH:5]=1. Reported procedure: Hydrocinnamoyl chloride (0.037 mL, 0.25 mmol) in dichloromethane was added to a solution of [4-(5-aminopyridin-2-yl)piperazin-1-yl]-(2-trifluoromethylphenyl)methanone (0.070 g, 0.20 mmol) in dichloromethane (2 mL) and diisopropylethylamine (0.087 mL) at 0° C. The mixture was stirred at 25° C. for 16 h and then diluted with dichloromethane. The organic phase was washed with water and saturated NaCl solution, dried over anhydrous MgSO4. After removal of dichloromethane, the title compound was obta... Starting materials: compound 74, NC1=C(OCCCC(=O)OCC)C=CC=C1 (ethyl 4-(2-aminophenoxy)butyrate), CC1=C(C(C2=CC=C(C=C2)C)N2C=CC3=CC(=CC=C23)/C(=C/C(=O)O)/C)C=CC=C1 (3-[1-(2,4'-dimethylbenzhydryl)indol-5-yl]isocrotonic acid). Product: CC1=C(C(C2=CC=C(C=C2)C)N2C=CC3=CC(=CC=C23)/C(=C/C(=O)NC2=C(OCCCC(=O)O)C=CC=C2)/C)C=CC=C1 (4-{2-[3-[1-(2,4'-dimethylbenzhydryl)indol-5-yl]isocrotonoylamino]phenoxy}butyric acid). RXN SMILES: [NH2:1][C:2]1[CH:16]=[CH:15][CH:14]=[CH:13][C:3]=1[O:4][CH2:5][CH2:6][CH2:7][C:8]([O:10]CC)=[O:9].[CH3:17][C:18]1[CH:46]=[CH:45][CH:44]=[CH:43][C:19]=1[CH:20]([N:28]1[C:36]2[C:31](=[CH:32][C:33](/[C:37](/[CH3:42])=[CH:38]/[C:39](O)=[O:40])=[CH:34][CH:35]=2)[CH:30]=[CH:29]1)[C:21]1[CH:26]=[CH:25][C:24]([CH3:27])=[CH:23][CH:22]=1>>[CH3:17][C:18]1[CH:46]=[CH:45][CH:44]=[CH:43][C:19]=1[CH:20]([N:28]1[C:36]2[C:31](=[CH:32][C:33](/[C:37](/[CH3:42])=[CH:38]/[C:39]([NH:1][C:2]3[CH:16]=[CH:15][CH:14]=[CH:13][C:3]=3[O:4][CH2:5][CH2:6][CH2:7][C:8]([OH:10])=[O:9])=[O:40])=[CH:34][CH:35]=2)[CH:30]=[CH:29]1)[C:21]1[CH:22]=[CH:23][C:24]([CH3:27])=[CH:25][CH:26]=1. Procedure details: 0.38 g of compound 74 was obtained in a similar manner to those described in the Examples 1 and 2 using 0.51 g of ethyl 4-(2-aminophenoxy)butyrate and 0.45 g of 3-[1-(2,4'-dimethylbenzhydryl)indol-5-yl]isocrotonic acid obtained according to the procedures described in the Reference Examples 1-4. The reactants are [OH-].[Na+] (sodium hydroxide), C(C)(C)N(CCNC1=NC(=CC(=N1)C)C)C(C)C (2-(2-diisopropylaminoethylamino)-4,6-dimethyl pyrimidine), [H-].[Na+] (sodium hydride), CN(C(=O)Cl)C (Dimethylcarbamoyl chloride). The solvent is C(C)O (ethanol), C1(=CC=CC=C1)C (toluene). Yields the product CN(C(=O)N(C1=NC(=CC(=N1)C)C)CCN(C(C)C)C(C)C)C (N,N-Dimethyl-N'-(2-diisopropylaminoethyl)-N' -(4,6-dimethyl-2-pyrimidinyl)urea). As a reaction SMILES: [CH:1]([N:4]([CH:16]([CH3:18])[CH3:17])[CH2:5][CH2:6][NH:7][C:8]1[N:13]=[C:12]([CH3:14])[CH:11]=[C:10]([CH3:15])[N:9]=1)([CH3:3])[CH3:2].[H-].[Na+].[CH3:21][N:22]([CH3:26])[C:23](Cl)=[O:24].[OH-].[Na+]>C(O)C.C1(C)C=CC=CC=1>[CH3:21][N:22]([CH3:26])[C:23]([N:7]([CH2:6][CH2:5][N:4]([CH:1]([CH3:2])[CH3:3])[CH:16]([CH3:18])[CH3:17])[C:8]1[N:9]=[C:10]([CH3:15])[CH:11]=[C:12]([CH3:14])[N:13]=1)=[O:24] |f:1.2,4.5|. Procedure: A mixture of 2-(2-diisopropylaminoethylamino)-4,6-dimethyl pyrimidine (17.0 g. 0.068 mole) and sodium hydride (50% in mineral oil) (4.19 g., 0.86 mole) in 175 ml. of dry toluene is stirred under nitrogen at 85°-95° C. for one half hour and then heated under reflux for one half hour. Dimethylcarbamoyl chloride (8.6 g., 0.08 mole) is added and heating under reflux is continued for twenty-four hours. The reaction is cooled and ethanol (10 ml) and sodium hydroxide (75 ml., 3.3N) are added. The aqueo... Reactants: OC=1C(=C2C=NC(=NC2=CC1)[C@]1(NC(OC1)=O)C)I ((R)-4-(6-Hydroxy-5-iodo-quinazolin-2-yl)-4-methyl-oxazolidin-2-one), C(C)(C)(C)C1CCC(CC1)OS(=O)(=O)C (methanesulfonic acid 4-tert-butyl-cyclohexyl ester), C([O-])([O-])=O.[Cs+].[Cs+] (cesium carbonate), C(C)(C)(C)O (tert-butyl alcohol), CC(CC)=O (2-butanone), C(C)(C)(C)C1CCC(CC1)OS(=O)(=O)C (methanesulfonic acid 4-tert-butyl-cyclohexyl ester). Solvent: C(Cl)Cl (DCM). Run at temperature 80 celsius. The product is C(C)(C)(C)[C@@H]1CC[C@H](CC1)OC=1C(=C2C=NC(=NC2=CC1)[C@]1(NC(OC1)=O)C)I ((R)-4-(6-(trans-4-tert-Butylcyclohexyloxy)-5-iodoquinazolin-2-yl)-4-methyloxazolidin-2-one). Yield: 93.9%. Reaction SMILES: [OH:1][C:2]1[C:3]([I:19])=[C:4]2[C:9](=[CH:10][CH:11]=1)[N:8]=[C:7]([C@:12]1([CH3:18])[CH2:16][O:15][C:14](=[O:17])[NH:13]1)[N:6]=[CH:5]2.[C:20]([CH:24]1[CH2:29][CH2:28][CH:27](OS(C)(=O)=O)[CH2:26][CH2:25]1)([CH3:23])([CH3:22])[CH3:21].C(=O)([O-])[O-].[Cs+].[Cs+].C(O)(C)(C)C.CC(=O)CC>C(Cl)Cl>[C:20]([C@H:24]1[CH2:29][CH2:28][C@H:27]([O:1][C:2]2[C:3]([I:19])=[C:4]3[C:9](=[CH:10][CH:11]=2)[N:8]=[C:7]([C@:12]2([CH3:18])[CH2:16][O:15][C:14](=[O:17])[NH:13]2)[N:6]=[CH:5]3)[CH2:26][CH2:25]1)([CH3:23])([CH3:22])[CH3:21] |f:2.3.4|. Procedure: (R)-4-(6-Hydroxy-5-iodo-quinazolin-2-yl)-4-methyl-oxazolidin-2-one (350.0 mg, 0.0009431 mol), methanesulfonic acid 4-tert-butyl-cyclohexyl ester (884.0 mg, 0.003772 mol) and cesium carbonate (921.8 mg, 0.002829 mol) were dissolved in a mixture of tert-butyl alcohol (19.9 mL, 0.208 mol) and 2-butanone (6.6 mL, 0.074 mol). The reaction mixture was heated at 80° C. for 1 hour (MW), an additional methanesulfonic acid 4-tert-butyl-cyclohexyl ester (500 mg) was added, and the mixture was heated at 80°... Reactants: C1CCOC1, CN(C)CCN(C)C, [Li]CCCC, CCCCCC, CC1(c2cccs2)OCCO1, N#N, CN(C)C=O. Yields the product CC1(c2ccc(C=O)s2)OCCO1. Reaction SMILES: [CH2:32]1[O:33][CH2:34][CH2:35][CH2:36]1.[CH3:14][N:15]([CH3:16])[CH2:17][CH2:18][N:19]([CH3:20])[CH3:21].[CH3:22][CH2:23][CH2:24][CH2:25][Li:26].[CH3:37][CH2:38][CH2:39][CH2:40][CH2:41][CH3:42].[CH3:3][C:4]1([c:9]2[s:10][cH:11][cH:12][cH:13]2)[O:5][CH2:6][CH2:7][O:8]1.[N:1]#[N:2].[O:27]=[CH:28][N:29]([CH3:30])[CH3:31]>>[CH3:3][C:4]1([c:9]2[s:10][c:11]([CH:28]=[O:27])[cH:12][cH:13]2)[O:5][CH2:6][CH2:7][O:8]1. Reactants: COC=1C(=CC=CC1)N (o-anisidine), C1CO1 (ethylene oxide), solvent, C(C)(=O)O (acetic acid). Run in O (water). Conditions: time 40 hour. The product is OCCN(CCO)C1=C(C=CC=C1)OC (o-[N,N-bis(hydroxyethyl)amino]anisole). Reaction SMILES: [CH3:1][O:2][C:3]1[C:4]([NH2:9])=[CH:5][CH:6]=[CH:7][CH:8]=1.[CH2:10]1[O:12][CH2:11]1.[C:13](O)(=[O:15])[CH3:14]>O>[OH:15][CH2:13][CH2:14][N:9]([C:4]1[CH:5]=[CH:6][CH:7]=[CH:8][C:3]=1[O:2][CH3:1])[CH2:11][CH2:10][OH:12]. Reported procedure: A mixture of 7.38 g (59.9 mmols) of o-anisidine, 10 ml (202.3 mmols) of ethylene oxide and 150 ml of a solvent mixture of acetic acid and water (9/1) was stirred at room temperature for 40 hours. The mixture was concentrated under reduced pressure, and the residue was purified by silica gel column chromatography (eluent: chloroform/methanol =30/1) to afford o-[N,N-bis(hydroxyethyl)amino]anisole.